From a dataset of the Open Reaction Database (ORD), a public repository of structured organic reaction records. describe an organic reaction: reactants, conditions, products, and yield Starting materials: CC#N, CCN(C(C)C)C(C)C, Cl, FC(F)(F)c1ccc(Oc2cccc(C=C3CCNCC3)c2)nc1, O=C(Nc1cccnn1)Oc1ccccc1. Yields the product O=C(Nc1cccnn1)N1CCC(=Cc2cccc(Oc3ccc(C(F)(F)F)cn3)c2)CC1. RXN SMILES: [CH3:51][C:52]#[N:53].[CH:42]([N:43]([CH:44]([CH3:45])[CH3:46])[CH2:47][CH3:48])([CH3:49])[CH3:50].[ClH:25].[NH:1]1[CH2:2][CH2:3][C:4](=[CH:7][c:8]2[cH:9][c:10]([O:11][c:12]3[n:13][cH:14][c:15]([C:18]([F:19])([F:20])[F:21])[cH:16][cH:17]3)[cH:22][cH:23][cH:24]2)[CH2:5][CH2:6]1.[n:26]1[n:27][c:28]([NH:32][C:33]([O:34][c:36]2[cH:37][cH:38][cH:39][cH:40][cH:41]2)=[O:35])[cH:29][cH:30][cH:31]1>>[N:1]1([C:33]([NH:32][c:28]2[n:27][n:26][cH:31][cH:30][cH:29]2)=[O:34])[CH2:2][CH2:3][C:4](=[CH:7][c:8]2[cH:9][c:10]([O:11][c:12]3[n:13][cH:14][c:15]([C:18]([F:19])([F:20])[F:21])[cH:16][cH:17]3)[cH:22][cH:23][cH:24]2)[CH2:5][CH2:6]1. Reactants: CCN(C(C)C)C(C)C, NCCN(C(=O)CCl)C(CC1CCCCC1)C(=O)Nc1nccs1, CN(C)C=O, O. The product is O=C(Nc1nccs1)C(CC1CCCCC1)N1CCNCC1=O. RXN SMILES: [CH:25]([N:26]([CH2:27][CH3:28])[CH:29]([CH3:30])[CH3:31])([CH3:32])[CH3:33].[NH2:1][CH2:2][CH2:3][N:4]([CH:5]([C:6](=[O:7])[NH:8][c:9]1[s:10][cH:11][cH:12][n:13]1)[CH2:14][CH:15]1[CH2:16][CH2:17][CH2:18][CH2:19][CH2:20]1)[C:21]([CH2:22][Cl:23])=[O:24].[O:34]=[CH:35][N:36]([CH3:37])[CH3:38].[OH2:39]>>[NH:1]1[CH2:2][CH2:3][N:4]([CH:5]([C:6](=[O:7])[NH:8][c:9]2[s:10][cH:11][cH:12][n:13]2)[CH2:14][CH:15]2[CH2:16][CH2:17][CH2:18][CH2:19][CH2:20]2)[C:21](=[O:24])[CH2:22]1.